From a dataset of the Open Reaction Database (ORD), a public repository of structured organic reaction records. describe an organic reaction: reactants, conditions, products, and yield Reactants: CN1C(C(=NC2=CC=CC=C12)C)=O (1,3-dimethyl-1H-quinoxalin-2-one), [Se](=O)=O (selenium dioxide). Run in O1CCOCC1 (dioxane). The product is CN1C(C(=NC2=CC=CC=C12)C=O)=O (4-Methyl-3-oxo-3,4-dihydro-quinoxaline-2-carbaldehyde). As a reaction SMILES: [CH3:1][N:2]1[C:11]2[C:6](=[CH:7][CH:8]=[CH:9][CH:10]=2)[N:5]=[C:4]([CH3:12])[C:3]1=[O:13].[Se](=O)=[O:15]>O1CCOCC1>[CH3:1][N:2]1[C:11]2[C:6](=[CH:7][CH:8]=[CH:9][CH:10]=2)[N:5]=[C:4]([CH:12]=[O:15])[C:3]1=[O:13]. Reported procedure: A mixture of 1,3-dimethyl-1H-quinoxalin-2-one (1 g) and selenium dioxide (1.33 g, 2.1 eq) in dry dioxane (60 mL) was stirred at reflux under nitrogen for 30 min. After cooling, the dark-brown mixture was concentrated under reduced pressure and the residue was purified by FC (AcOEt) to give the title compound as a yellow solid. The reactants are BrCC1=C2CC(C3C(C2=CC(=C1)O)CCC3)C3=CC=C(C=C3)O (6-Bromomethyl-4-(4-hydroxy-phenyl)-2,3,3a,4,5,9b-hexahydro-1H-cyclopenta[a]naphthalen-8-ol), [C-]#N.[K+] (KCN), C1COCCOCCOCCOCCOCCO1 (18-crown-6). Product: OC1=CC(=C2CC(C3C(C2=C1)CCC3)C3=CC=C(C=C3)O)CC#N ([8-Hydroxy-4-(4-hydroxy-phenyl)-2,3,3a,4,5,9b-hexahydro-1H-cyclopenta[a]naphthalen-6-yl]-acetonitrile). Reaction SMILES: Br[CH2:2][C:3]1[CH:12]=[C:11]([OH:13])[CH:10]=[C:9]2[C:4]=1[CH2:5][CH:6]([C:17]1[CH:22]=[CH:21][C:20]([OH:23])=[CH:19][CH:18]=1)[CH:7]1[CH2:16][CH2:15][CH2:14][CH:8]12.[C-:24]#[N:25].[K+].C1OCCOCCOCCOCCOCCOC1>>[OH:13][C:11]1[CH:10]=[C:9]2[C:4]([CH2:5][CH:6]([C:17]3[CH:18]=[CH:19][C:20]([OH:23])=[CH:21][CH:22]=3)[CH:7]3[CH2:16][CH2:15][CH2:14][CH:8]32)=[C:3]([CH2:2][C:24]#[N:25])[CH:12]=1 |f:1.2|. Reported procedure: Combine 6-Bromomethyl-4-(4-hydroxy-phenyl)-2,3,3a,4,5,9b-hexahydro-1H-cyclopenta[a]naphthalen-8-ol (0.037 g, 0.1 mmol), KCN (0.010 g, 0.15 mmol), and 18-crown-6 (0.043 g, 0.16 mmol) and heat at 80° C. for 2 hours. Cool, add ice and extract with ethyl acetate. Wash organic layer with sodium bicarbonate solution sat., then water. Dry over anhydrous sodium sulfate and concentrate to a residue which yields, after separation on silica gel with 33% EtOAC/hexanes, the titled compound (0.022 g, 70%). 1H... Starting materials: Brc1ccc(Br)nc1, O=C([O-])[O-], CN1CCCC1=O, [K+], [K+], O, c1nnn[nH]1. Yields the product Brc1ccc(-n2cnnn2)nc1. Reaction SMILES: [Br:1][c:2]1[n:3][cH:4][c:5]([Br:8])[cH:6][cH:7]1.[C:14](=[O:15])([O-:16])[O-:17].[CH3:21][N:22]1[CH2:23][CH2:24][CH2:25][C:26]1=[O:27].[K+:18].[K+:19].[OH2:20].[nH:9]1[n:10][n:11][n:12][cH:13]1>>[c:2]1(-[n:9]2[n:10][n:11][n:12][cH:13]2)[n:3][cH:4][c:5]([Br:8])[cH:6][cH:7]1. Starting materials: ClC1=NC2=C(C(=C(C=C2C(=N1)OC)OC)OC)OC (2-chloro-4,6,7,8-tetramethoxyquinazoline), C(C1=CC=2OCOC2C=C1)N (piperonylamine), C([O-])([O-])=O.[Na+].[Na+] (sodium carbonate). The solvent is C(C)(C)O (isopropyl alcohol). Yields the product C1OC=2C=C(CNC3=NC4=C(C(=C(C=C4C(=N3)OC)OC)OC)OC)C=CC2O1 (2-(3,4-Methylenedioxybenzyl)amino-4,6,7,8-tetramethoxyquinazoline). Isolated yield 8.6%. Reaction SMILES: Cl[C:2]1[N:11]=[C:10]([O:12][CH3:13])[C:9]2[C:4](=[C:5]([O:18][CH3:19])[C:6]([O:16][CH3:17])=[C:7]([O:14][CH3:15])[CH:8]=2)[N:3]=1.[CH2:20]([NH2:30])[C:21]1[CH:29]=[CH:28][C:27]2[O:26][CH2:25][O:24][C:23]=2[CH:22]=1.C(=O)([O-])[O-].[Na+].[Na+]>C(O)(C)C>[CH2:25]1[O:26][C:27]2[CH:28]=[CH:29][C:21]([CH2:20][NH:30][C:2]3[N:11]=[C:10]([O:12][CH3:13])[C:9]4[C:4](=[C:5]([O:18][CH3:19])[C:6]([O:16][CH3:17])=[C:7]([O:14][CH3:15])[CH:8]=4)[N:3]=3)=[CH:22][C:23]=2[O:24]1 |f:2.3.4|. Procedure: 1.00 g (3.51 mmol) of 2-chloro-4,6,7,8-tetramethoxyquinazoline, 0.60 g (3.97 mmol) of piperonylamine and 0.60 g of sodium carbonate were mixed with 30 ml of isopropyl alcohol. The obtained mixture was heated under reflux for 24 hours and distilled under a reduced pressure to remove the solvent. The residue was purified by silica gel column chromatography (ethyl acetate/n-hexane) to give 0.12 g of the title compound as an oily substance. Starting materials: CC(C)(C)OC(=O)N1CCC(C(=O)Nc2ccc(Cl)cc2I)CC1, O=C([O-])[O-], C=O, CC#N, I[Cu]I, [K+], [K+], [Na+], [OH-], c1ccc(P(c2ccccc2)(c2ccccc2)[Pd](P(c2ccccc2)(c2ccccc2)c2ccccc2)(P(c2ccccc2)(c2ccccc2)c2ccccc2)P(c2ccccc2)(c2ccccc2)c2ccccc2)cc1. Yields the product CC(C)(C)OC(=O)N1CCC(C(=O)Nc2ccc(Cl)cc2C(=O)O)CC1. As a reaction SMILES: [C:1]([CH3:2])([CH3:3])([CH3:4])[O:5][C:6](=[O:7])[N:8]1[CH2:9][CH2:10][CH:11]([C:14](=[O:15])[NH:16][c:17]2[c:18]([I:24])[cH:19][c:20]([Cl:23])[cH:21][cH:22]2)[CH2:12][CH2:13]1.[C:25]([O-:26])([O-:27])=[O:28].[C:31]=[O:32].[CH3:35][C:36]#[N:37].[Cu:115]([I:116])[I:117].[K+:29].[K+:30].[Na+:34].[OH-:33].[cH:38]1[cH:39][cH:40][c:41]([P:42]([Pd:43]([P:44]([c:45]2[cH:46][cH:47][cH:48][cH:49][cH:50]2)([c:51]2[cH:52][cH:53][cH:54][cH:55][cH:56]2)[c:57]2[cH:58][cH:59][cH:60][cH:61][cH:62]2)([P:63]([c:64]2[cH:65][cH:66][cH:67][cH:68][cH:69]2)([c:70]2[cH:71][cH:72][cH:73][cH:74][cH:75]2)[c:76]2[cH:77][cH:78][cH:79][cH:80][cH:81]2)[P:82]([c:83]2[cH:84][cH:85][cH:86][cH:87][cH:88]2)([c:89]2[cH:90][cH:91][cH:92][cH:93][cH:94]2)[c:95]2[cH:96][cH:97][cH:98][cH:99][cH:100]2)([c:101]2[cH:102][cH:103][cH:104][cH:105][cH:106]2)[c:107]2[cH:108][cH:109][cH:110][cH:111][cH:112]2)[cH:113][cH:114]1>>[C:1]([CH3:2])([CH3:3])([CH3:4])[O:5][C:6](=[O:7])[N:8]1[CH2:9][CH2:10][CH:11]([C:14](=[O:15])[NH:16][c:17]2[c:18]([C:25](=[O:26])[OH:27])[cH:19][c:20]([Cl:23])[cH:21][cH:22]2)[CH2:12][CH2:13]1. The reactants are Cl.CNOC (N,O-dimethylhydroxylamine hydrochloride), C1=CC=C2C(=C1)C(=O)C(C2=O)(O)O (ninhydrin), C(=O)(OC(C)(C)C)N[C@@H](C)C(=O)O (N-Boc-L-alanine), C(=O)(N1C=NC=C1)N1C=NC=C1 (carbonyldiimidazole), resultant mixture. Solvent: C(Cl)Cl (DCM). Run at time 16 hour. Yields the product CON(C([C@H](C)NC(OC(C)(C)C)=O)=O)C ((S)-tert-butyl 1-(methoxy(methyl)amino)-1-oxopropan-2-ylcarbamate). Reaction SMILES: [C:1]([NH:8][C@H:9]([C:11]([OH:13])=O)[CH3:10])([O:3][C:4]([CH3:7])([CH3:6])[CH3:5])=[O:2].C(N1C=CN=C1)(N1C=CN=C1)=O.Cl.[CH3:27][NH:28][O:29][CH3:30].C1C=C2C(C(O)(O)C(=O)C2=CC=1)=O>C(Cl)Cl>[CH3:30][O:29][N:28]([CH3:27])[C:11](=[O:13])[C@@H:9]([NH:8][C:1](=[O:2])[O:3][C:4]([CH3:5])([CH3:6])[CH3:7])[CH3:10] |f:2.3|. Procedure details: To a solution of N-Boc-L-alanine (1.0 Kg, 5.29 mol, 1.0 equiv), in DCM (15 L) was added carbonyldiimidazole (943 g, 5.81 mol, 1.1 equiv) and the resultant mixture was stirred for 1 h at rt. To this reaction mixture was added N,O-dimethylhydroxylamine hydrochloride (577 g, 5.92 mol, 1.12 equiv) and stirred at rt for 16 h. The reaction was monitored using TLC (Note: for TLC, ninhydrin stain was used to visualize the product). Another 800 g batch was combined with this batch prior to the work up. U... The reactants are O (Water), C1(=CC=CC=C1)C(NC(CN1C(COC2=C1C=CC=C2O)=O)=O)C2=CC=CC=C2 (N-diphenylmethyl-2-(8-hydroxy-3-oxo-3,4-dihydro-2H-1,4-benzoxazin-4-yl)acetamide), resultant solution, C([O-])([O-])=O.[K+].[K+] (Potassium carbonate), BrCC(=O)OC (methyl bromoacetate). The solvent is CN(C)C=O (DMF). Conditions: time 18 hour. Yields the product C1(=CC=CC=C1)C(C1=CC=CC=C1)NC(=O)CN1C(COC2=C1C=CC=C2OCC(=O)OC)=O (Methyl (4-((diphenylmethylcarbamoyl)methyl)-3-oxo-3,4-dihydro-2H-1,4-benzoxazin-8-yloxy)acetate). Isolated yield 56.0%. RXN SMILES: [C:1]1([CH:7]([C:24]2[CH:29]=[CH:28][CH:27]=[CH:26][CH:25]=2)[NH:8][C:9](=[O:23])[CH2:10][N:11]2[C:16]3[CH:17]=[CH:18][CH:19]=[C:20]([OH:21])[C:15]=3[O:14][CH2:13][C:12]2=[O:22])[CH:6]=[CH:5][CH:4]=[CH:3][CH:2]=1.C(=O)([O-])[O-].[K+].[K+].Br[CH2:37][C:38]([O:40][CH3:41])=[O:39].O>CN(C=O)C>[C:24]1([CH:7]([NH:8][C:9]([CH2:10][N:11]2[C:16]3[CH:17]=[CH:18][CH:19]=[C:20]([O:21][CH2:37][C:38]([O:40][CH3:41])=[O:39])[C:15]=3[O:14][CH2:13][C:12]2=[O:22])=[O:23])[C:1]2[CH:2]=[CH:3][CH:4]=[CH:5][CH:6]=2)[CH:29]=[CH:28][CH:27]=[CH:26][CH:25]=1 |f:1.2.3|. Procedure details: N-diphenylmethyl-2-(8-hydroxy-3-oxo-3,4-dihydro-2H-1,4-benzoxazin-4-yl)acetamide (735 mg) was dissolved in DMF (30 ml), and the resultant solution was stirred at room temperature. Potassium carbonate (785 mg) and methyl bromoacetate (0.35 ml) were added to the solution, and the mixture was stirred at room temperature for 18 hours. Water (25 ml) was added to the reaction solution, and the mixture was then extracted with ethyl acetate. The resultant organic layer was washed with saturated saline, ... The reactants are BrC=1C=CC(N(C1)CCO)=O (5-bromo-1-(2-hydroxyethyl)pyridin-2(1H)-one), [H-].[Na+] (sodium hydride), ClC1=CC=NC2=CC(=CC=C12)OC (4-chloro-7-methoxyquinoline). Run in CN(C)C=O (DMF), CN(C)C=O (DMF). Conditions: temperature 23 celsius, time 30 minute. Yields the product BrC=1C=CC(N(C1)CCOC1=CC=NC2=CC(=CC=C12)OC)=O (5-Bromo-1-(2-(7-methoxyquinolin-4-yloxy)ethyl)pyridin-2(1H)-one). As a reaction SMILES: [Br:1][C:2]1[CH:3]=[CH:4][C:5](=[O:11])[N:6]([CH2:8][CH2:9][OH:10])[CH:7]=1.[H-].[Na+].Cl[C:15]1[C:24]2[C:19](=[CH:20][C:21]([O:25][CH3:26])=[CH:22][CH:23]=2)[N:18]=[CH:17][CH:16]=1>CN(C=O)C>[Br:1][C:2]1[CH:3]=[CH:4][C:5](=[O:11])[N:6]([CH2:8][CH2:9][O:10][C:15]2[C:24]3[C:19](=[CH:20][C:21]([O:25][CH3:26])=[CH:22][CH:23]=3)[N:18]=[CH:17][CH:16]=2)[CH:7]=1 |f:1.2|. Procedure details: To a stirring solution of 5-bromo-1-(2-hydroxyethyl)pyridin-2(1H)-one (3000 mg, 13.7 mmol) in DMF (25 mL) was added sodium hydride (60% dispersion in mineral oil, 632.6 mg, 27.5 μmol) portionwise. After stirred for 30 min at 23° C., additional DMF (20 mL) was added to the thick suspension. To this was added 4-chloro-7-methoxyquinoline (2664 mg, 13.7 mmol). Upon completion, the reaction was quenched with 5% NaHCO3 (100 mL), and the aqueous was extracted with CH2Cl2 (4×75 mL). The combined organic...